From a dataset of the Open Reaction Database (ORD), a public repository of structured organic reaction records. describe an organic reaction: reactants, conditions, products, and yield Starting materials: O=C(Cl)C1CCC1, NCc1nnc[nH]c1=O, c1ccncc1. Reaction SMILES: [CH:10]1([C:14](=[O:15])[Cl:16])[CH2:11][CH2:12][CH2:13]1.[NH2:1][CH2:2][c:3]1[c:4](=[O:9])[nH:5][cH:6][n:7][n:8]1.[cH:17]1[cH:18][cH:19][n:20][cH:21][cH:22]1>>[NH:1]([CH2:2][c:3]1[c:4](=[O:9])[nH:5][cH:6][n:7][n:8]1)[C:14]([CH:10]1[CH2:11][CH2:12][CH2:13]1)=[O:15]. Product: O=C(NCc1nnc[nH]c1=O)C1CCC1. The product is C(C)OC(=O)COC1=C2CCCC(C2=CC=C1)COC(=O)NN(C1=CC=CC=C1)C1=CC=CC=C1 (2-[(5-ethoxycarbonylmethoxy-1,2,3,4-tetrahydro-1-naphthyl)methoxycarbonyl]-1,1-diphenyihydrazine). As a reaction SMILES: [C:1](Cl)(Cl)=[O:2].[CH2:5]([O:7][C:8]([CH2:10][O:11][C:12]1[CH:21]=[CH:20][CH:19]=[C:18]2[C:13]=1[CH2:14][CH2:15][CH2:16][CH:17]2[CH2:22][OH:23])=[O:9])[CH3:6].N1C=CC=CC=1.Cl.[C:31]1([N:37]([C:39]2[CH:44]=[CH:43][CH:42]=[CH:41][CH:40]=2)[NH2:38])[CH:36]=[CH:35][CH:34]=[CH:33][CH:32]=1>C(Cl)Cl>[CH2:5]([O:7][C:8]([CH2:10][O:11][C:12]1[CH:21]=[CH:20][CH:19]=[C:18]2[C:13]=1[CH2:14][CH2:15][CH2:16][CH:17]2[CH2:22][O:23][C:1]([NH:38][N:37]([C:39]1[CH:40]=[CH:41][CH:42]=[CH:43][CH:44]=1)[C:31]1[CH:36]=[CH:35][CH:34]=[CH:33][CH:32]=1)=[O:2])=[O:9])[CH3:6] |f:3.4|. Procedure: To a methylene chloride solution (1 ml) of phosgene dimer (0.027 ml) was added a methylene chloride solution (2 ml) of (5-ethoxycarbonylmethoxy-1,2,3,4-tetrahydro-1-naphthyl)methanol (0.12 g) and pyridine (0.1 ml) at -5° C., and the solution was stirred at room temperature for two hours. To the reaction mixture was added a solution of 1,1-diphenylhydrazine hydrochloride (0.10 g) and pyridine (0.05 ml) in methylene chloride (2 ml). The solution was stirred at room temperature for 3 hours, washed ... The solvent is C(Cl)Cl (methylene chloride), C(Cl)Cl (methylene chloride), C(Cl)Cl (methylene chloride). Reaction conditions: time 2 hour. Reactants: C(=O)(Cl)Cl (phosgene), C(C)OC(=O)COC1=C2CCCC(C2=CC=C1)CO ((5-ethoxycarbonylmethoxy-1,2,3,4-tetrahydro-1-naphthyl)methanol), N1=CC=CC=C1 (pyridine), Cl.C1(=CC=CC=C1)N(N)C1=CC=CC=C1 (1,1-diphenylhydrazine hydrochloride), N1=CC=CC=C1 (pyridine). The reactants are O=C1CC=C(CC1)C=1C=C(C#N)C=CC1 (3-(4-oxo-cyclohex-1-enyl)-benzonitrile), ketone, N1CC(C1)NC(=O)CNC(C1=CC(=CC=C1)C(F)(F)F)=O (N-(azetidin-3-ylcarbamoylmethyl)-3-trifluoromethyl-benzamide). Yields the product C(#N)C=1C=C(C=CC1)C1CCC(CC1)N1CC(C1)NC(=O)CNC(C1=CC(=CC=C1)C(F)(F)F)=O (N-({1-[4-(3-Cyano-phenyl)-cyclohexyl]-azetidin-3-ylcarbamoyl}-methyl)-3-trifluoromethyl-benzamide). As a reaction SMILES: O=[C:2]1[CH2:7][CH2:6][C:5]([C:8]2[CH:9]=[C:10]([CH:13]=[CH:14][CH:15]=2)[C:11]#[N:12])=[CH:4][CH2:3]1.[NH:16]1[CH2:19][CH:18]([NH:20][C:21]([CH2:23][NH:24][C:25](=[O:36])[C:26]2[CH:31]=[CH:30][CH:29]=[C:28]([C:32]([F:35])([F:34])[F:33])[CH:27]=2)=[O:22])[CH2:17]1>>[C:11]([C:10]1[CH:9]=[C:8]([CH:5]2[CH2:6][CH2:7][CH:2]([N:16]3[CH2:19][CH:18]([NH:20][C:21]([CH2:23][NH:24][C:25](=[O:36])[C:26]4[CH:31]=[CH:30][CH:29]=[C:28]([C:32]([F:35])([F:33])[F:34])[CH:27]=4)=[O:22])[CH2:17]3)[CH2:3][CH2:4]2)[CH:15]=[CH:14][CH:13]=1)#[N:12]. Procedure details: The title compounds were prepared as white solids from hydrogenation of 3-(4-oxo-cyclohex-1-enyl)-benzonitrile (as prepared in the previous step) followed by reductive amination of the corresponding ketone with N-(azetidin-3-ylcarbamoylmethyl)-3-trifluoromethyl-benzamide (as prepared in step B of Example 4) using the procedures described in Step C of Example 5 and Step C of Example 4. Starting materials: C[Si](C)(C)[N-][Si](C)(C)C, CS(=O)(=O)c1ccc(CCl)cc1, Cc1ccccc1, O=C(O)CC1CCCc2c([nH]c3c(F)cc(F)cc23)C1, [K+], C1CCOC1, O. The product is CS(=O)(=O)c1ccc(Cn2c3c(c4cc(F)cc(F)c42)CCCC(CC(=O)O)C3)cc1. RXN SMILES: [CH3:22][Si:23]([N-:24][Si:25]([CH3:26])([CH3:27])[CH3:28])([CH3:29])[CH3:30].[CH3:31][S:32](=[O:33])(=[O:34])[c:35]1[cH:36][cH:37][c:38]([CH2:39][Cl:40])[cH:41][cH:42]1.[CH3:48][c:49]1[cH:50][cH:51][cH:52][cH:53][cH:54]1.[F:1][c:2]1[cH:3][c:4]2[c:5]3[c:6]([nH:7][c:8]2[c:9]([F:11])[cH:10]1)[CH2:12][CH:13]([CH2:17][C:18](=[O:19])[OH:20])[CH2:14][CH2:15][CH2:16]3.[K+:21].[O:43]1[CH2:44][CH2:45][CH2:46][CH2:47]1.[OH2:55]>>[F:1][c:2]1[cH:3][c:4]2[c:5]3[c:6]([n:7]([CH2:39][c:38]4[cH:37][cH:36][c:35]([S:32]([CH3:31])(=[O:33])=[O:34])[cH:42][cH:41]4)[c:8]2[c:9]([F:11])[cH:10]1)[CH2:12][CH:13]([CH2:17][C:18](=[O:19])[OH:20])[CH2:14][CH2:15][CH2:16]3. Starting materials: CC(C)(C)OC(=O)CCc1cccc(-c2nc(=O)c3ccc(Cl)cc3s2)n1, O=C(O)C(F)(F)F. Yields the product O=C(O)CCc1cccc(-c2nc(=O)c3ccc(Cl)cc3s2)n1. Reaction SMILES: [Cl:1][c:2]1[cH:3][c:4]2[c:5]([c:6](=[O:25])[n:7][c:8](-[c:10]3[cH:11][cH:12][cH:13][c:14]([CH2:16][CH2:17][C:18](=[O:19])[O:20][C:21]([CH3:22])([CH3:23])[CH3:24])[n:15]3)[s:9]2)[cH:26][cH:27]1.[OH:28][C:29]([C:30]([F:31])([F:32])[F:33])=[O:34]>>[Cl:1][c:2]1[cH:3][c:4]2[c:5]([c:6](=[O:25])[n:7][c:8](-[c:10]3[cH:11][cH:12][cH:13][c:14]([CH2:16][CH2:17][C:18](=[O:19])[OH:20])[n:15]3)[s:9]2)[cH:26][cH:27]1. The reactants are OCCNN (2-hydroxyethylhydrazine), O=C=NC1CC(CN=C=O)(CC(C1)(C)C)C (isophorone diisocyanate). The solvent is O1CCCC1 (tetrahydrofuran), O1CCCC1 (tetrahydrofuran). Run at time 3 hour. Product: OCCN(N)C(=O)NCC1(CC(CC(C1)NC(=O)N(N)CCO)(C)C)C (N-[1-[1-(2-Hydroxyethyl)hydrazinecarboxamido]methyl1,3,3-trimethyl-5-cyclohexyl]-1-(2-hydroxyethyl)-hydrazinecarboxamide). RXN SMILES: [OH:1][CH2:2][CH2:3][NH:4][NH2:5].[O:6]=[C:7]=[N:8][CH:9]1[CH2:18][C:17]([CH3:20])([CH3:19])[CH2:16][C:11]([CH3:21])([CH2:12][N:13]=[C:14]=[O:15])[CH2:10]1>O1CCCC1>[OH:1][CH2:2][CH2:3][N:4]([C:14]([NH:13][CH2:12][C:11]1([CH3:21])[CH2:10][CH:9]([NH:8][C:7]([N:4]([CH2:3][CH2:2][OH:1])[NH2:5])=[O:6])[CH2:18][C:17]([CH3:20])([CH3:19])[CH2:16]1)=[O:15])[NH2:5]. Reported procedure: To a rapidly stirred mixture of 2-hydroxyethylhydrazine 16.74 g (0.22 moles) in 250 ml tetrahydrofuran was added dropwise isophorone diisocyanate ◯2 in 0.10 moles (22.23 g) in 180 ml tetrahydrofuran. After addition was complete, the solution was clear and colorless. The solution was stirred for an additional three hours at room temperature. The solvent was removed by rotary evaporation to yield a colorless syrup. Characterization by IR and NMR showed it to be predominantly the postulated structu... The reactants are C(C)(C)(C)NC=1SCC2(C3=CC(=CC=C3OC=3C=CC(=CC23)OCC(C)(C)C)C=2C=NC=NC2)N1 (N-tert-butyl-2′-(neopentyloxy)-7′-(pyrimidin-5-yl)-5H-spiro[thiazole-4,9′-xanthen]-2-amine), Br (HBr). Conditions: temperature 80 celsius, time 3 hour. Product: ( R ), C(C(C)(C)C)OC1=CC=2[C@]3(C4=CC(=CC=C4OC2C=C1)C=1C=NC=NC1)N=C(SC3)N ((S)-2′-(neopentyloxy)-7′-(pyrimidin-5-yl)-5H-spiro[thiazole-4,9′-xanthen]-2-amine). Reaction SMILES: C([NH:5][C:6]1[S:7][CH2:8][C:9]2([N:35]=1)[C:22]1[CH:21]=[C:20]([O:23][CH2:24][C:25]([CH3:28])([CH3:27])[CH3:26])[CH:19]=[CH:18][C:17]=1[O:16][C:15]1[C:10]2=[CH:11][C:12]([C:29]2[CH:30]=[N:31][CH:32]=[N:33][CH:34]=2)=[CH:13][CH:14]=1)(C)(C)C.Br>>[CH2:24]([O:23][C:20]1[CH:19]=[CH:18][C:17]2[O:16][C:15]3[C:10](=[CH:11][C:12]([C:29]4[CH:30]=[N:31][CH:32]=[N:33][CH:34]=4)=[CH:13][CH:14]=3)[C@@:9]3([CH2:8][S:7][C:6]([NH2:5])=[N:35]3)[C:22]=2[CH:21]=1)[C:25]([CH3:28])([CH3:27])[CH3:26]. Procedure: A resealable tube charged with a solution of N-tert-butyl-2′-(neopentyloxy)-7′-(pyrimidin-5-yl)-5H-spiro[thiazole-4,9′-xanthen]-2-amine (0.033 g, 0.068 mmol) in 48% HBr (1.00 mL, 18.42 mmol) was heated to 80° C. After 3 hrs, the solution was cooled and evaporated to dryness with a stream of N2. The residue was treated with CH2Cl2 (2 mL) and TEA (0.1 mL). The solution was loaded onto a silica gel column and purified with 1-5% MeOH:CH2Cl2 w/1% NH4OH (Rf=0.5 in 10% MeOH:CH2Cl2 w/1% NH4OH) to afford... The reactants are BrC=1C=C(CC2CCC=3NC(=CC32)C(=O)OC)C=CC1 (methyl 4-(3-bromobenzyl)-1,4,5,6-tetrahydrocyclopenta[b]pyrrole-2-carboxylate), [OH-].[Li+] (lithium hydroxide), CO (methanol). Solvent: C1CCOC1 (THF). Product: BrC=1C=C(CC2CCC=3NC(=CC32)C(=O)O)C=CC1 (4-(3-bromobenzyl)-1,4,5,6-tetrahydrocyclopenta[b]pyrrole-2-carboxylic acid). Yield: 39.0%. As a reaction SMILES: [Br:1][C:2]1[CH:3]=[C:4]([CH:18]=[CH:19][CH:20]=1)[CH2:5][CH:6]1[C:13]2[CH:12]=[C:11]([C:14]([O:16]C)=[O:15])[NH:10][C:9]=2[CH2:8][CH2:7]1.[OH-].[Li+].CO>C1COCC1>[Br:1][C:2]1[CH:3]=[C:4]([CH:18]=[CH:19][CH:20]=1)[CH2:5][CH:6]1[C:13]2[CH:12]=[C:11]([C:14]([OH:16])=[O:15])[NH:10][C:9]=2[CH2:8][CH2:7]1 |f:1.2|. Reported procedure: The title compound was synthesized from methyl 4-(3-bromobenzyl)-1,4,5,6-tetrahydrocyclopenta[b]pyrrole-2-carboxylate (0.099 g, 0.30 mmol, 1 equiv) and lithium hydroxide (0.124 g, 2.96 mmol), according to General Procedure 7. A 1:1 mixture of methanol (MeOH) and THF (2 mL) was used. The resulting product was purified by reverse phase HPLC, eluting with a gradient of 40-100% MeOH: water (with 0.1% formic acid) to the title compound: 37 mg, 39% yield. 1H NMR (400 MHz, METHANOL-d4) δ ppm 2.03-2.11 ...